Dataset: the Open Reaction Database (ORD), a public repository of structured organic reaction records. Task: describe an organic reaction: reactants, conditions, products, and yield Reactants: C(CC)C1=NC2=C(N1CC1=CC=C(C=C1)C=1C(=CC=CC1)C(=O)OC(C)(C)C)C=C(C=C2C)C=2N=C(SC2)C (tert.butyl 4'-[(2-n-propyl-4-methyl-6-(2-methyl-thiazol-4-yl)-benzimidazol-1-yl)-methyl]-biphenyl-2-carboxylate), FC(C(=O)O)(F)F (trifluoroacetic acid). Run in C(Cl)Cl (methylene chloride). Product: C(CC)C1=NC2=C(N1CC1=CC=C(C=C1)C=1C(=CC=CC1)C(=O)O)C=C(C=C2C)C=2N=C(SC2)C (4'-[(2-n-Propyl-4-methyl-6-(2-methyl-thiazol-4-yl)-benzimidazol-1-yl)-methyl]-biphenyl-2-carboxylic Acid). As a reaction SMILES: [CH2:1]([C:4]1[N:8]([CH2:9][C:10]2[CH:15]=[CH:14][C:13]([C:16]3[C:17]([C:22]([O:24]C(C)(C)C)=[O:23])=[CH:18][CH:19]=[CH:20][CH:21]=3)=[CH:12][CH:11]=2)[C:7]2[CH:29]=[C:30]([C:34]3[N:35]=[C:36]([CH3:39])[S:37][CH:38]=3)[CH:31]=[C:32]([CH3:33])[C:6]=2[N:5]=1)[CH2:2][CH3:3].FC(F)(F)C(O)=O>C(Cl)Cl>[CH2:1]([C:4]1[N:8]([CH2:9][C:10]2[CH:15]=[CH:14][C:13]([C:16]3[C:17]([C:22]([OH:24])=[O:23])=[CH:18][CH:19]=[CH:20][CH:21]=3)=[CH:12][CH:11]=2)[C:7]2[CH:29]=[C:30]([C:34]3[N:35]=[C:36]([CH3:39])[S:37][CH:38]=3)[CH:31]=[C:32]([CH3:33])[C:6]=2[N:5]=1)[CH2:2][CH3:3]. Procedure: Prepared analogously to Example 88 from tert.butyl 4'-[(2-n-propyl-4-methyl-6-(2-methyl-thiazol-4-yl)-benzimidazol-1-yl)-methyl]-biphenyl-2-carboxylate and trifluoroacetic acid in methylene chloride. Starting materials: O1[C@@H](C1)COC1=C2C=CNC2=CC=C1 ((S)-(+)-4-(oxiranylmethoxy)-1H-indole), OC1(CCNCC1)C1=CC2=CC=C(C=C2C=C1)OCC (4-hydroxy-4-(6-ethoxynaphth-2-yl)piperidine). Yields the product N1C=CC2=C(C=CC=C12)OC[C@H](CN1CCC(CC1)(C1=CC2=CC=C(C=C2C=C1)OCC)O)O ((2S)-(-)-1-(4-indolyloxy)-3-[4-hydroxy-4-(6-ethoxynaphth-2-yl)piperidine-1-yl]-2-propanol). Yield: 59.2%. As a reaction SMILES: [O:1]1[CH2:3][C@H:2]1[CH2:4][O:5][C:6]1[CH:14]=[CH:13][CH:12]=[C:11]2[C:7]=1[CH:8]=[CH:9][NH:10]2.[OH:15][C:16]1([C:22]2[CH:31]=[CH:30][C:29]3[C:24](=[CH:25][CH:26]=[C:27]([O:32][CH2:33][CH3:34])[CH:28]=3)[CH:23]=2)[CH2:21][CH2:20][NH:19][CH2:18][CH2:17]1>>[NH:10]1[C:11]2[C:7](=[C:6]([O:5][CH2:4][C@@H:2]([OH:1])[CH2:3][N:19]3[CH2:20][CH2:21][C:16]([OH:15])([C:22]4[CH:31]=[CH:30][C:29]5[C:24](=[CH:25][CH:26]=[C:27]([O:32][CH2:33][CH3:34])[CH:28]=5)[CH:23]=4)[CH2:17][CH2:18]3)[CH:14]=[CH:13][CH:12]=2)[CH:8]=[CH:9]1. Procedure: Beginning with 0.139 gm (0.70 mMol) (S)-(+)-4-(oxiranylmethoxy)-1H-indole and 0.200 gm (0.70 mMol) 4-hydroxy-4-(6-ethoxynaphth-2-yl)piperidine, 0.191 gm (56%) of the title compound were recovered as a white solid by the procedure described in Example 9. Reactants: BrC=1C=NC(=NC1)Cl (5-bromo-2-chloropyrimidine), C1(CCC1)N (cyclobutylamin), CCN(C(C)C)C(C)C (DIPEA), C(C)#N (ACN). The solvent is CCOC(=O)C (EtOAc). Run at temperature 50 celsius. Product: BrC=1C=NC(=NC1)NC1CCC1 (5-Bromo-N-cyclobutylpyrimidin-2-amine). As a reaction SMILES: [Br:1][C:2]1[CH:3]=[N:4][C:5](Cl)=[N:6][CH:7]=1.[CH:9]1([NH2:13])[CH2:12][CH2:11][CH2:10]1.CCN(C(C)C)C(C)C.C(#N)C>CCOC(C)=O>[Br:1][C:2]1[CH:3]=[N:4][C:5]([NH:13][CH:9]2[CH2:12][CH2:11][CH2:10]2)=[N:6][CH:7]=1. Procedure details: In a sealed tube 2.00 g (10.3 mmol) 5-bromo-2-chloropyrimidine, 1.15 mL (13.4 mmol) cyclobutylamin and 2.70 mL (15.5 mmol) DIPEA are added to 12 mL ACN. The reaction mixture is stirred at 50° C. over night, then diluted with EtOAc and washed with water (2×). The org. phase is dried with MgSO4 and the solvent is removed in vacuo.